This data is from the Open Reaction Database (ORD), a public repository of structured organic reaction records. The task is: describe an organic reaction: reactants, conditions, products, and yield The reactants are solution, [F-].[K+] (potassium fluoride), BrC1=CN=CS1 (5-bromothiazole), C(C)OC(=C)[Sn](CCCC)(CCCC)CCCC ((1-ethoxyvinyl)tributyltin), PdCl2 (PPh3)2. The solvent is O (water), C(C)OCC (diethyl ether), CN(C)C=O (DMF). Reaction conditions: temperature 70 celsius, time 40 minute. Product: ethyl acetate-hexanes, C(C)OC(=C)C1=CN=CS1 (5-(1-Ethoxyvinyl)thiazole). Yield: 83.1%. RXN SMILES: Br[C:2]1[S:6][CH:5]=[N:4][CH:3]=1.[CH2:7]([O:9][C:10]([Sn](CCCC)(CCCC)CCCC)=[CH2:11])[CH3:8].[F-].[K+]>CN(C=O)C.O.C(OCC)C>[CH2:10]([O:9][C:7]([C:2]1[S:6][CH:5]=[N:4][CH:3]=1)=[CH2:8])[CH3:11] |f:2.3|. Procedure details: A mixture of 3.28 g (20.0 mmol) of 5-bromothiazole (for synthesis see H. C. Beyerman, P. H. Berben, J. S. Bontekoe, Rec. Trav. Chim. 1954, 73, 325), 7.43 mL (22.0 mmol) of (1-ethoxyvinyl)tributyltin, and 284 mg (0.404 mmol) of PdCl2 (PPh3)2 in 40 mL of DMF was heated at 70° C. for 30 h. The reaction mixture was cooled to 0° C. and 40 mL of a solution of potassium fluoride in water and 40 mL of diethyl ether were added. After stirring for 40 min the precipitate was faltered off and the aqueous an... RXN SMILES: [CH:1]([C:3]1[CH:18]=[CH:17][C:6]([O:7][C:8]2[N:9]=[CH:10][C:11]([C:14]([NH2:16])=[O:15])=[N:12][CH:13]=2)=[CH:5][CH:4]=1)=O.[CH3:19][CH:20]([CH3:24])[CH2:21][CH2:22][NH2:23].[BH4-].[Na+]>CO>[CH3:19][CH:20]([CH3:24])[CH2:21][CH2:22][NH:23][CH2:1][C:3]1[CH:18]=[CH:17][C:6]([O:7][C:8]2[N:9]=[CH:10][C:11]([C:14]([NH2:16])=[O:15])=[N:12][CH:13]=2)=[CH:5][CH:4]=1 |f:2.3|. Run at time 8 hour. The reactants are C(=O)C1=CC=C(OC=2N=CC(=NC2)C(=O)N)C=C1 (5-(4-formylphenoxy)pyrazine-2-carboxamide), CC(CCN)C (3-methylbutylamine), [BH4-].[Na+] (NaBH4). The solvent is CO (methanol). Product: CC(CCNCC1=CC=C(OC=2N=CC(=NC2)C(=O)N)C=C1)C (5-{4-[(3-Methylbutylamino)methyl]phenoxy}pyrazine-2-carboxamide). Procedure details: Place 5-(4-formylphenoxy)pyrazine-2-carboxamide (0.150 g, 0.617 mmol), 3-methylbutylamine (0.0537 g, 0.617 mmol) and 3 Å molecular sieves in a vial. Add methanol (3.1 mL), cap and stir overnight. Add NaBH4 (in excess over two portions) and stir until the gasses stop evolving. Load the reaction mixture directly onto a 5 g ISCO® pre-load column. Dry the column in a vacuum oven at room temperature. Purify by eluting through a 10 g ISCO® column with 2.0 M NH3 in methanol, ethyl acetate and hexanes t... Yield: 31.2%. Starting materials: Cl.CO (hydrogen chloride methanol), O=C1C(N(C=2C=CC3=C(C2N1)CCCC3)C=3C=C(C=CC3)N(S(=O)(=O)C3=C(C=CC=C3)[N+](=O)[O-])C)=O (N-[3-(2,3-dioxo-2,3,7,8,9,10-hexahydrobenzo[f]quinoxalin-4(1H)-yl)phenyl]-N-methyl-2-nitrobenzenesulfonamide), C1(=CC=CC=C1)S (thiophenol), C([O-])([O-])=O.[K+].[K+] (potassium carbonate). The solvent is CO (methanol), C(Cl)(Cl)Cl (chloroform), CN(C)C=O (DMF). Reaction conditions: time 18 hour. The product is Cl.CNC=1C=C(C=CC1)N1C(C(NC=2C3=C(C=CC12)CCCC3)=O)=O (4-(3-Methylaminophenyl)-1,4,7,8,9,10-hexahydrobenzo[f]quinoxaline-2,3-dione hydrochloride). The yield is 71.0%. Reaction SMILES: [O:1]=[C:2]1[NH:11][C:10]2[C:9]3[CH2:12][CH2:13][CH2:14][CH2:15][C:8]=3[CH:7]=[CH:6][C:5]=2[N:4]([C:16]2[CH:17]=[C:18]([N:22]([CH3:35])S(C3C=CC=CC=3[N+]([O-])=O)(=O)=O)[CH:19]=[CH:20][CH:21]=2)[C:3]1=[O:36].C1(S)C=CC=CC=1.C(=O)([O-])[O-].[K+].[K+].[ClH:50].CO>C(Cl)(Cl)Cl.CO.CN(C=O)C>[ClH:50].[CH3:35][NH:22][C:18]1[CH:17]=[C:16]([N:4]2[C:5]3[CH:6]=[CH:7][C:8]4[CH2:15][CH2:14][CH2:13][CH2:12][C:9]=4[C:10]=3[NH:11][C:2](=[O:1])[C:3]2=[O:36])[CH:21]=[CH:20][CH:19]=1 |f:2.3.4,5.6,10.11|. Reported procedure: A mixture of N-[3-(2,3-dioxo-2,3,7,8,9,10-hexahydrobenzo[f]quinoxalin-4(1H)-yl)phenyl]-N-methyl-2-nitrobenzenesulfonamide (35 mg, 0.070 mmol), thiophenol (8.5 μL, 0.083 mmol), potassium carbonate (29 mg, 0.210 mmol), and dry DMF (1 mL) was stirred at room temperature for 18 hours. To the reaction solution was added ice-cold water. The precipitated crystal was collected by filtration, washed with water, and dried. The obtained crude compound was suspended in a methanol (1 mL) and 2M hydrogen chlo... As a reaction SMILES: [Br:1][c:2]1[c:3]([F:28])[c:4](-[n:8]2[n:9][c:10](-[c:17]3[cH:18][cH:19][n:20][n:21]3-[c:22]3[cH:23][cH:24][cH:25][cH:26][cH:27]3)[c:11](=[O:16])[c:12]([O:14][CH3:15])[cH:13]2)[cH:5][cH:6][cH:7]1.[CH2:36]1[O:37][CH2:38][CH2:39][O:40][CH2:41]1.[ClH:29].[F:30][C:31]1([F:35])[CH2:32][NH:33][CH2:34]1.[Na+:46].[O-:42][C:43]([OH:44])=[O:45].[O:49]=[C:50]([CH:51]=[CH:52][c:53]1[cH:54][cH:55][cH:56][cH:57][cH:58]1)[CH:59]=[CH:60][c:61]1[cH:62][cH:63][cH:64][cH:65][cH:66]1.[O:67]=[C:68]([CH:69]=[CH:70][c:71]1[cH:72][cH:73][cH:74][cH:75][cH:76]1)[CH:77]=[CH:78][c:79]1[cH:80][cH:81][cH:82][cH:83][cH:84]1.[O:85]=[C:86]([CH:87]=[CH:88][c:89]1[cH:90][cH:91][cH:92][cH:93][cH:94]1)[CH:95]=[CH:96][c:97]1[cH:98][cH:99][cH:100][cH:101][cH:102]1.[Pd:47].[Pd:48]>>[c:2]1([N:33]2[CH2:32][C:31]([F:30])([F:35])[CH2:34]2)[c:3]([F:28])[c:4](-[n:8]2[n:9][c:10](-[c:17]3[cH:18][cH:19][n:20][n:21]3-[c:22]3[cH:23][cH:24][cH:25][cH:26][cH:27]3)[c:11](=[O:16])[c:12]([O:14][CH3:15])[cH:13]2)[cH:5][cH:6][cH:7]1. Product: COc1cn(-c2cccc(N3CC(F)(F)C3)c2F)nc(-c2ccnn2-c2ccccc2)c1=O. The reactants are COc1cn(-c2cccc(Br)c2F)nc(-c2ccnn2-c2ccccc2)c1=O, C1COCCO1, Cl, FC1(F)CNC1, [Na+], O=C([O-])O, O=C(C=Cc1ccccc1)C=Cc1ccccc1, O=C(C=Cc1ccccc1)C=Cc1ccccc1, O=C(C=Cc1ccccc1)C=Cc1ccccc1, [Pd], [Pd]. Run at time 10 minute. Starting materials: Cl (hydrochloric acid), NC=1C(=NC(=CC1)Cl)NC1=C(C=C(C(=C1)OCC1=C(C(=CC=C1OC)F)F)OC)Cl (3-amino-6-chloro-2-[2-chloro-5-(2,3-difluoro-6-methoxybenzyloxy)-4-methoxyphenylamino]pyridine), ClC(Cl)(OC(OC(Cl)(Cl)Cl)=O)Cl (triphosgene), [H-].[Na+] (sodium hydride). Yield: 187.7%. RXN SMILES: [NH2:1][C:2]1[C:3]([NH:9][C:10]2[CH:15]=[C:14]([O:16][CH2:17][C:18]3[C:23]([O:24][CH3:25])=[CH:22][CH:21]=[C:20]([F:26])[C:19]=3[F:27])[C:13]([O:28][CH3:29])=[CH:12][C:11]=2[Cl:30])=[N:4][C:5]([Cl:8])=[CH:6][CH:7]=1.[H-].[Na+].Cl[C:34](Cl)([O:36]C(=O)OC(Cl)(Cl)Cl)Cl.Cl>O1CCCC1>[Cl:8][C:5]1[N:4]=[C:3]2[N:9]([C:10]3[CH:15]=[C:14]([O:16][CH2:17][C:18]4[C:23]([O:24][CH3:25])=[CH:22][CH:21]=[C:20]([F:26])[C:19]=4[F:27])[C:13]([O:28][CH3:29])=[CH:12][C:11]=3[Cl:30])[C:34](=[O:36])[NH:1][C:2]2=[CH:7][CH:6]=1 |f:1.2|. Yields the product ClC1=CC=C2C(=N1)N(C(N2)=O)C2=C(C=C(C(=C2)OCC2=C(C(=CC=C2OC)F)F)OC)Cl (5-Chloro-3-[2-chloro-5-(2,3-difluoro-6-methoxybenzyloxy)-4-methoxyphenyl]-1,3-dihydro-2H-imidazo[4,5-b]pyridin-2-one). Run in O1CCCC1 (tetrahydrofuran). Reported procedure: A mixture of 2,6-dichloro-3-nitropyridine (0.97 g), 2-chloro-5-(2,3-difluoro-6-methoxybenzyloxy)-4-methoxyaniline (1.81 g) and N,N-diisopropylethylamine (0.87 mL) in acetonitrile (15 mL) was heated at reflux for 12 hours. The reaction mixture was poured into 1 mol/L hydrochloric acid, and the resulting mixture was extracted with ethyl acetate. The extract was washed with water and brine, and dried over anhydrous magnesium sulfate, and the solvent was removed under reduced pressure. The residual ... Run in O (water), CN(C)C=O (DMF). Procedure details: To a degassed solution of 4-[(4-Iodophenyl)(3,3,5,5-tetramethylcyclohexylidene)methyl]phenol (44) (0.20 g, 0.45 mmol) in DMF (5 mL) were added Pd(PPh3)2Cl2 (32 mg, 0.05 mmol), CuI (9 mg, 0.05 mmol), N,N-diisopropylethylamine (0.36 mL, 2.02 mmol) and 3-butyn-1-ol (70 μL, 0.90 mmol). The reaction mixture was stirred at room temperature overnight, poured into saturated aqueous NH4Cl (15 mL) and water (5 mL), extracted with ethyl acetate (2×50 mL). The combined organic phase was washed with water, b... The reactants are [NH4+].[Cl-] (NH4Cl), C12CCCC(CCC1)C2=C(C2=CC=C(C=C2)/C=C/C(=O)OC(C)(C)C)C2=CC=C(C=C2)O (1,1-Dimethylethyl (2E)-3-{4-[bicyclo[3.3.1]non-9-ylidene(4-hydroxyphenyl)methyl]phenyl}-2-propenoate), C(C)(C)N(C(C)C)CC (N,N-diisopropylethylamine), C(CC#C)O (3-butyn-1-ol). RXN SMILES: [CH:1]12[C:9](=[C:10]([C:26]3[CH:31]=[CH:30][C:29]([OH:32])=[CH:28][CH:27]=3)[C:11]3[CH:16]=CC(/C=C/C(OC(C)(C)C)=O)=C[CH:12]=3)[CH:5]([CH2:6][CH2:7][CH2:8]1)CCC2.C(N(CC)[CH:37]([CH3:39])[CH3:38])(C)C.[CH2:42]([OH:46])[CH2:43][C:44]#[CH:45].[NH4+].[Cl-]>CN(C=O)C.Cl[Pd](Cl)([P](C1C=CC=CC=1)(C1C=CC=CC=1)C1C=CC=CC=1)[P](C1C=CC=CC=1)(C1C=CC=CC=1)C1C=CC=CC=1.[Cu]I.O>[OH:46][CH2:42][CH2:43][C:44]#[C:45][C:7]1[CH:6]=[CH:5][C:9]([C:10](=[C:11]2[CH2:12][C:9]([CH3:10])([CH3:1])[CH2:5][C:37]([CH3:38])([CH3:39])[CH2:16]2)[C:26]2[CH:27]=[CH:28][C:29]([OH:32])=[CH:30][CH:31]=2)=[CH:1][CH:8]=1 |f:3.4,^1:56,75|. Product: OCCC#CC1=CC=C(C=C1)C(C1=CC=C(C=C1)O)=C1CC(CC(C1)(C)C)(C)C (4-[[4-(4-hydroxy-1-butyn-1-yl)phenyl](3,3,5,5-tetramethylcyclohexylidene)methyl]phenol). Reaction conditions: time 8 hour. The reagents and catalysts are Cl[Pd]([P](C1=CC=CC=C1)(C2=CC=CC=C2)C3=CC=CC=C3)([P](C4=CC=CC=C4)(C5=CC=CC=C5)C6=CC=CC=C6)Cl (Pd(PPh3)2Cl2), [Cu]I (CuI). Isolated yield 152.1%.